Dataset: the Open Reaction Database (ORD), a public repository of structured organic reaction records. Task: describe an organic reaction: reactants, conditions, products, and yield Run in O1CCOCC1 (1,4-dioxane). RXN SMILES: [Cl:1][C:2]1[CH:7]=[CH:6][C:5]([CH:8]([C:21]2[CH:26]=[CH:25][C:24]([Cl:27])=[CH:23][CH:22]=2)[C:9]2[CH:10]=[C:11]3[C:16](=[CH:17][CH:18]=2)[N:15]=[C:14]([OH:19])[CH:13]=[C:12]3Br)=[CH:4][CH:3]=1.FC(F)(F)C(O)=O.[F:35][C:36]([F:46])([F:45])[CH2:37][N:38]1[CH2:43][CH2:42][CH:41]([NH2:44])[CH2:40][CH2:39]1.C([O-])([O-])=O.[Cs+].[Cs+].CC([O-])(C)C.[K+]>C1C=CC(/C=C/C(/C=C/C2C=CC=CC=2)=O)=CC=1.C1C=CC(/C=C/C(/C=C/C2C=CC=CC=2)=O)=CC=1.C1C=CC(/C=C/C(/C=C/C2C=CC=CC=2)=O)=CC=1.[Pd].[Pd].C1C=CC(P(C2C=CC=CC=2)[C-]2C=CC=C2)=CC=1.C1C=CC(P(C2C=CC=CC=2)[C-]2C=CC=C2)=CC=1.[Fe+2].O1CCOCC1>[Cl:1][C:2]1[CH:7]=[CH:6][C:5]([CH:8]([C:21]2[CH:26]=[CH:25][C:24]([Cl:27])=[CH:23][CH:22]=2)[C:9]2[CH:10]=[C:11]3[C:16](=[CH:17][CH:18]=2)[N:15]=[C:14]([OH:19])[CH:13]=[C:12]3[NH:44][CH:41]2[CH2:42][CH2:43][N:38]([CH2:37][C:36]([F:46])([F:35])[F:45])[CH2:39][CH2:40]2)=[CH:4][CH:3]=1 |f:1.2,3.4.5,6.7,8.9.10.11.12,13.14.15|. Reported procedure: Into a 8-mL round-bottom flask purged and maintained with an inert atmosphere of nitrogen, was placed 6-[bis(4-chlorophenyl)methyl]-4-bromoquinolin-2-ol (200 mg, 0.44 mmol, 1.00 equip), 1,4-dioxane (5 mL), 1-(2,2,2-trifluoroethyl)piperidin-4-amine 2,2,2-trifluoroacetate (193 mg, 0.65 mmol, 1.50 equip), Pd2(dba)3 (40 mg, 0.04 mmol, 0.10 equip), dppf (84.5 mg, 0.15 mmol, 0.35 equip), Cs2CO3 (355 mg, 1.09 mmol, 2.50 equip), and KOt-Bu (97.6 mg, 0.87 mmol, 2.00 equip). The resulting solution was sti... Reaction conditions: temperature 100 celsius, time 8 hour. Starting materials: ClC1=CC=C(C=C1)C(C=1C=C2C(=CC(=NC2=CC1)O)Br)C1=CC=C(C=C1)Cl (6-[bis(4-chlorophenyl)methyl]-4-bromoquinolin-2-ol), CC(C)(C)[O-].[K+] (KOt-Bu), FC(C(=O)O)(F)F.FC(CN1CCC(CC1)N)(F)F (1-(2,2,2-trifluoroethyl)piperidin-4-amine 2,2,2-trifluoroacetate), C(=O)([O-])[O-].[Cs+].[Cs+] (Cs2CO3). Product: ClC1=CC=C(C=C1)C(C=1C=C2C(=CC(=NC2=CC1)O)NC1CCN(CC1)CC(F)(F)F)C1=CC=C(C=C1)Cl (6-[bis(4-chlorophenyl)methyl]-4-[[1-(2,2,2-trifluoroethyl)piperidin-4-yl]amino]quinolin-2-ol). The reagents and catalysts are C=1C=CC(=CC1)/C=C/C(=O)/C=C/C2=CC=CC=C2.C=1C=CC(=CC1)/C=C/C(=O)/C=C/C2=CC=CC=C2.C=1C=CC(=CC1)/C=C/C(=O)/C=C/C2=CC=CC=C2.[Pd].[Pd] (Pd2(dba)3), C1=CC=C(C=C1)P([C-]2C=CC=C2)C3=CC=CC=C3.C1=CC=C(C=C1)P([C-]2C=CC=C2)C3=CC=CC=C3.[Fe+2] (dppf). Starting materials: 10, CC1=CC2=CC=C(C=C2C=C1)OC(C(C)C)=O (2-methyl-6-isobutyryloxynaphthalene), C(C)(=O)OC(C)=O (acetic anhydride), [Br-].[NH4+] (ammonium bromide). Reagents/catalysts: O.O.O.O.C(C)(=O)[O-].[Co+2].C(C)(=O)[O-] (cobalt acetate tetrahydrate). The solvent is C(C)(=O)O (acetic acid). Reaction conditions: temperature 150 celsius, time 2.4 hour. The product is C(C(C)C)(=O)OC=1C=C2C=CC(=CC2=CC1)C=O (6-isobutyryloxy-2-naphthaldehyde). As a reaction SMILES: [CH3:1][C:2]1[CH:11]=[CH:10][C:9]2[C:4](=[CH:5][CH:6]=[C:7]([O:12][C:13](=[O:17])[CH:14]([CH3:16])[CH3:15])[CH:8]=2)[CH:3]=1.C(OC(=O)C)(=[O:20])C.[Br-].[NH4+]>O.O.O.O.C([O-])(=O)C.[Co+2].C([O-])(=O)C.C(O)(=O)C>[C:13]([O:12][C:7]1[CH:8]=[C:9]2[C:4](=[CH:5][CH:6]=1)[CH:3]=[C:2]([CH:1]=[O:20])[CH:11]=[CH:10]2)(=[O:17])[CH:14]([CH3:15])[CH3:16] |f:2.3,4.5.6.7.8.9.10|. Reported procedure: The same reactor as used in the second half of Example 1 was charged with 30 parts of the 2-methyl-6-isobutyryloxynaphthalene, 80 parts of acetic acid, 20 parts of acetic anhydride, 1.87 parts (Co=4425 wt. ppm), of cobalt acetate tetrahydrate, and 1.08 parts (Br=8813 wt. ppm) of ammonium bromide, and pressurized to 10 kg/cm2 -G. The mixture was heated to 150° C., and air was introduced into the reactor at a rate of 10 Nl/hr. The reaction was terminated when the absorption of oxygen ceased. The r... The reactants are OCCCCCCCCCCCCBr, O=C([O-])[O-], CCN1CCN(c2ccc(C(N)=O)cn2)CC1, CCCC[N+](CCCC)(CCCC)CCCC, Cc1ccccc1, ClC(Cl)Cl, [K+], [K+], [Na+], [OH-], O=S(=O)([O-])O. The product is CCN1CCN(c2ccc(C(=O)NCCCCCCCCCCCCO)cn2)CC1. As a reaction SMILES: [Br:26][CH2:27][CH2:28][CH2:29][CH2:30][CH2:31][CH2:32][CH2:33][CH2:34][CH2:35][CH2:36][CH2:37][CH2:38][OH:39].[C:20](=[O:21])([O-:22])[O-:23].[CH2:1]([CH3:2])[N:3]1[CH2:4][CH2:5][N:6]([c:9]2[cH:10][cH:11][c:12]([C:15](=[O:16])[NH2:17])[cH:13][n:14]2)[CH2:7][CH2:8]1.[CH2:45]([N+:46]([CH2:47][CH2:48][CH2:49][CH3:50])([CH2:51][CH2:52][CH2:53][CH3:54])[CH2:55][CH2:56][CH2:57][CH3:58])[CH2:59][CH2:60][CH3:61].[CH3:62][c:63]1[cH:64][cH:65][cH:66][cH:67][cH:68]1.[CH:69]([Cl:70])([Cl:71])[Cl:72].[K+:24].[K+:25].[Na+:19].[OH-:18].[S:40]([O-:41])([OH:42])(=[O:43])=[O:44]>>[CH2:1]([CH3:2])[N:3]1[CH2:4][CH2:5][N:6]([c:9]2[cH:10][cH:11][c:12]([C:15](=[O:16])[NH:17][CH2:27][CH2:28][CH2:29][CH2:30][CH2:31][CH2:32][CH2:33][CH2:34][CH2:35][CH2:36][CH2:37][CH2:38][OH:39])[cH:13][n:14]2)[CH2:7][CH2:8]1. RXN SMILES: [CH3:16][N:17]=[C:18]=[S:19].[CH3:20][CH2:21][OH:22].[NH2:1][c:2]1[cH:3][cH:4][c:5]([CH2:8][CH2:9][c:10]2[n:11][cH:12][cH:13][cH:14][cH:15]2)[cH:6][cH:7]1>>[NH:1]([c:2]1[cH:3][cH:4][c:5]([CH2:8][CH2:9][c:10]2[n:11][cH:12][cH:13][cH:14][cH:15]2)[cH:6][cH:7]1)[C:18]([NH:17][CH3:16])=[S:19]. The reactants are CN=C=S, CCO, Nc1ccc(CCc2ccccn2)cc1. The product is CNC(=S)Nc1ccc(CCc2ccccn2)cc1. The reactants are CC=1OCCC1 (2-methyl-4,5-dihydrofuran), SCC(=O)O (2-mercaptoacetic acid), C1(=CC=C(C=C1)S(=O)(=O)O)C (para-toluene sulfonic acid). Run in C1CCOC1 (THF). The product is CC1(OCCC1)SCC(=O)O (S-(2-methyl-tetrahydrofuran-2-yl) mercaptoacetic acid). As a reaction SMILES: [CH3:1][C:2]1[O:3][CH2:4][CH2:5][CH:6]=1.[SH:7][CH2:8][C:9]([OH:11])=[O:10].C1(C)C=CC(S(O)(=O)=O)=CC=1>C1COCC1>[CH3:1][C:2]1([S:7][CH2:8][C:9]([OH:11])=[O:10])[CH2:6][CH2:5][CH2:4][O:3]1. Procedure: A mixture of 2-methyl-4,5-dihydrofuran and 2-mercaptoacetic acid in THF are treated with a catalytic amount of para-toluene sulfonic acid according to the procedure in Example I.A.2. After removal of the solvent, S-(2-methyl-tetrahydrofuran-2-yl) mercaptoacetic acid is obtained. Alternatively, mercaptosuccinic acid is reacted with 2-methyl-4,5-dihydrofuran and then converted to a mercaptosuccinic anhydride derivative by a dehydrating agent such as dicyclohexyl carbodiimide. Reactants: FC1=CC=CC=2OC(COC21)C#N (5-Fluoro-1,4-benzodioxane-2-carbonitrile), C1CC(=O)N(C1=O)Br (NBS). Reagents/catalysts: C(C1=CC=CC=C1)(=O)OOC(C1=CC=CC=C1)=O (benzoyl peroxide). The solvent is C(Cl)(Cl)(Cl)Cl (CCl4). Conditions: temperature 70 celsius. Yields the product FC1=CC=CC=2OC(COC21)(C#N)Br (5-Fluoro-2-bromo-1,4-benzodioxane-2-carbonitrile). Yield: 100.1%. As a reaction SMILES: [F:1][C:2]1[C:11]2[O:10][CH2:9][CH:8]([C:12]#[N:13])[O:7][C:6]=2[CH:5]=[CH:4][CH:3]=1.C1C(=O)N([Br:21])C(=O)C1>C(Cl)(Cl)(Cl)Cl.C(OOC(=O)C1C=CC=CC=1)(=O)C1C=CC=CC=1>[F:1][C:2]1[C:11]2[O:10][CH2:9][C:8]([Br:21])([C:12]#[N:13])[O:7][C:6]=2[CH:5]=[CH:4][CH:3]=1. Procedure details: A solution containing 6.44 g of the nitrile obtained in Stage 2 (36 mmol), 6.40 g of NBS (36 mmol, 1 eq.), and 100 mg of benzoyl peroxide in 200 ml of CCl4 is heated at 70° C. for 48 hours. The mixture is allowed to cool to room temperature. The reaction mixture is then filtered. The solid is washed with CCl4 and the mother liquors are evaporated to dryness. 9.3 g of an orange-yellow oil are isolated (quantitative yield). The reactants are [Si](C)(C)(C(C)(C)C)OC=1C=C(C(O)C2=CC=C(C=C2)S(=O)(=O)N(C)C)C=CC1 (4-(3-(tert-butyldimethylsilyloxy)-α-hydroxybenzyl)-N,N-dimethylbenzenesulfonamide), S(=O)(Cl)Cl (thionyl chloride). The solvent is ClCCl (dichloromethane). Yields the product [Si](C)(C)(C(C)(C)C)OC=1C=C(C(Cl)C2=CC=C(C=C2)S(=O)(=O)N(C)C)C=CC1 (4-(3-(tert-butyldimethylsilyloxy)-α-chlorobenzyl)-N,N-dimethylbenzenesulfonamide). RXN SMILES: [Si:1]([O:8][C:9]1[CH:10]=[C:11]([CH:26]=[CH:27][CH:28]=1)[CH:12]([C:14]1[CH:19]=[CH:18][C:17]([S:20]([N:23]([CH3:25])[CH3:24])(=[O:22])=[O:21])=[CH:16][CH:15]=1)O)([C:4]([CH3:7])([CH3:6])[CH3:5])([CH3:3])[CH3:2].S(Cl)([Cl:31])=O>ClCCl>[Si:1]([O:8][C:9]1[CH:10]=[C:11]([CH:26]=[CH:27][CH:28]=1)[CH:12]([C:14]1[CH:19]=[CH:18][C:17]([S:20]([N:23]([CH3:25])[CH3:24])(=[O:22])=[O:21])=[CH:16][CH:15]=1)[Cl:31])([C:4]([CH3:7])([CH3:6])[CH3:5])([CH3:3])[CH3:2]. Procedure: The alcohol (88.8 g, 0.21 mol) was treated with thionyl chloride in dichloromethane as described in Example 1 to give 93.7 g of 4-(3-(tert-butyldimethylsilyloxy)-α-chlorobenzyl)-N,N-dimethylbenzenesulfonamide as a brown oil. The crude benzhydryl chloride (93.7 g, 0.21 mol) was combined with trans-2,5-dimethylpiperazine (71.8 g, 0.63 mol) in 400 mL of dimethylformamide and heated to 140° C. for 1 hour. The mixture was cooled to room temperature, poured into ice water and extracted with diethyl et... Reaction SMILES: ClC1C=NC=C(Cl)C=1[NH:8][C:9]([C:11]1[C:23]2[C:22]3[C:17](=[CH:18][CH:19]=[C:20]([NH2:24])[CH:21]=3)[N:16]([CH3:25])[C:15]=2[C:14]([O:26][CH3:27])=[CH:13][CH:12]=1)=[O:10].N1C=CC=CC=1.[CH3:35][S:36](Cl)(=[O:38])=[O:37]>C1COCC1>[CH3:27][O:26][C:14]1[C:15]2[N:16]([CH3:25])[C:17]3[C:22](=[CH:21][C:20]([NH:24][S:36]([CH3:35])(=[O:38])=[O:37])=[CH:19][CH:18]=3)[C:23]=2[C:11]([C:9]([NH2:8])=[O:10])=[CH:12][CH:13]=1. Reactants: ClC=1C=NC=C(C1NC(=O)C1=CC=C(C=2N(C3=CC=C(C=C3C12)N)C)OC)Cl (N-(3,5-dichloropyrid-4-yl)-1-methoxy-9-methyl-6-amino-9H-4-carbazolecarboxamide), N1=CC=CC=C1 (pyridine), CS(=O)(=O)Cl (methane sulphonyl chloride). Product: COC1=CC=C(C=2C3=CC(=CC=C3N(C12)C)NS(=O)(=O)C)C(=O)N (1-methoxy-9-methyl-6-methanesulphon-amido-9H-4-carbazolecarboxamide). Run at time 10 minute. Solvent: C1CCOC1 (THF), C1CCOC1 (THF), C1CCOC1 (THF). Isolated yield 32.0%. Reported procedure: N-(3,5-dichloropyrid-4-yl)-1-methoxy-9-methyl-6-amino-9H-4-carbazolecarboxamide (75 mg, 0.00018 mol) was suspended in THF (5 ml) and added with pyridine (28 mg, 0.00036 mol) and stirred at room temperature for 10 minutes. The solution obtained, was added with a solution of methane sulphonyl chloride (30 mg, 0.00027 mol) in dry THF (5 ml). The reaction mixture was stirred for 1 hr THF was evaporated and the solid was washed with water to get crude solid which was column chromatographed using 10% ... Starting materials: C(C1=CC=CC=C1)N1[C@@]2(C(CC[C@H]1[C@@H](C2)S(=O)(=O)C2=CC=CC=C2)=O)C2=CC=C(C=C2)F ((1R*,5S*,6R*)-8-Benzyl-1-(4-fluorophenyl)-6-phenylsulphonyl-8-azabicyclo[3.2.1]octan-2-one), [BH4-].[Na+] (sodium borohydride). The solvent is CO (methanol). Reaction conditions: time 2 hour. Product: C(C1=CC=CC=C1)N1[C@@]2([C@@H](CC[C@H]1[C@@H](C2)S(=O)(=O)C2=CC=CC=C2)O)C2=CC=C(C=C2)F ((1R*,2R*,5S*,6R*)-8-Benzyl-1-(4-fluorophenyl)-6-phenylsulphonyl-8-azabicyclo[3.2.1]octan-2-ol). The yield is 62.0%. Reaction SMILES: [CH2:1]([N:8]1[C@@H:13]2[C@H:14]([S:16]([C:19]3[CH:24]=[CH:23][CH:22]=[CH:21][CH:20]=3)(=[O:18])=[O:17])[CH2:15][C@@:9]1([C:26]1[CH:31]=[CH:30][C:29]([F:32])=[CH:28][CH:27]=1)[C:10](=[O:25])[CH2:11][CH2:12]2)[C:2]1[CH:7]=[CH:6][CH:5]=[CH:4][CH:3]=1.[BH4-].[Na+]>CO>[CH2:1]([N:8]1[C@@H:13]2[C@H:14]([S:16]([C:19]3[CH:24]=[CH:23][CH:22]=[CH:21][CH:20]=3)(=[O:17])=[O:18])[CH2:15][C@@:9]1([C:26]1[CH:27]=[CH:28][C:29]([F:32])=[CH:30][CH:31]=1)[C@H:10]([OH:25])[CH2:11][CH2:12]2)[C:2]1[CH:7]=[CH:6][CH:5]=[CH:4][CH:3]=1 |f:1.2|. Procedure details: (1R*,5S*,6R*)-8-Benzyl-1-(4-fluorophenyl)-6-phenylsulphonyl-8-azabicyclo[3.2.1]octan-2-one (Description 13; 11.65 g, 25.95 mmol) was stirred in methanol (100 ml) then sodium borohydride (981 mg, 25.95 mmol) added and the mixture stirred at room temperature for 2 hours. The reaction mixture was quenched with water then concentrated in vacuo and partitioned between water and ethyl acetate. The organics were collected, dried (MgSO4), and concentrated in vacuo to give a cream solid which was tritura...